Task: describe an organic reaction: reactants, conditions, products, and yield. Dataset: the Open Reaction Database (ORD), a public repository of structured organic reaction records Reactants: O=C(OC(Cl)(Cl)Cl)OC(Cl)(Cl)Cl, C1CSCCN1, Nc1ccc2nc(NC3CCc4ccccc43)ccc2c1. The product is O=C(Nc1ccc2nc(NC3CCc4ccccc43)ccc2c1)N1CCSCC1. As a reaction SMILES: [C:1]([O:2][C:3]([Cl:4])([Cl:5])[Cl:6])([O:7][C:8]([Cl:9])([Cl:10])[Cl:11])=[O:12].[CH2:13]1[CH2:14][S:15][CH2:16][CH2:17][NH:18]1.[CH:19]1([NH:28][c:29]2[n:30][c:31]3[cH:32][cH:33][c:34]([NH2:39])[cH:35][c:36]3[cH:37][cH:38]2)[CH2:20][CH2:21][c:22]2[cH:23][cH:24][cH:25][cH:26][c:27]21>>[C:1](=[O:12])([N:18]1[CH2:13][CH2:14][S:15][CH2:16][CH2:17]1)[NH:39][c:34]1[cH:33][cH:32][c:31]2[n:30][c:29]([NH:28][CH:19]3[CH2:20][CH2:21][c:22]4[cH:23][cH:24][cH:25][cH:26][c:27]43)[cH:38][cH:37][c:36]2[cH:35]1.